describe an organic reaction: reactants, conditions, products, and yield From a dataset of the Open Reaction Database (ORD), a public repository of structured organic reaction records. Reactants: C1(CCCCCC1)=NO (cycloheptanone oxime), C1(=CC=CC2=CC=CC=C12)C1CCN(CC1)CCCC(=O)OCC (ethyl 4-(4-(1-naphthyl)piperidin-1-yl)-n-butyrate). The product is C1(=CC=CC2=CC=CC=C12)C1CCN(CC1)CCCC1=C2C(=NO1)CCCCC2 (3-(4-(1-naphthyl)piperidin-1-yl)propyl-5,6,7,8-tetrahydro-4H-cyclohepta[c]isoxazole). Reaction SMILES: [C:1]1(=[N:8][OH:9])[CH2:7][CH2:6][CH2:5][CH2:4][CH2:3][CH2:2]1.[C:10]1([CH:20]2[CH2:25][CH2:24][N:23]([CH2:26][CH2:27][CH2:28][C:29](OCC)=O)[CH2:22][CH2:21]2)[C:19]2[C:14](=[CH:15][CH:16]=[CH:17][CH:18]=2)[CH:13]=[CH:12][CH:11]=1>>[C:10]1([CH:20]2[CH2:25][CH2:24][N:23]([CH2:26][CH2:27][CH2:28][C:29]3[O:9][N:8]=[C:1]4[CH2:7][CH2:6][CH2:5][CH2:4][CH2:3][C:2]=34)[CH2:22][CH2:21]2)[C:19]2[C:14](=[CH:15][CH:16]=[CH:17][CH:18]=2)[CH:13]=[CH:12][CH:11]=1. Procedure details: By the same reaction and treatment as in Example 48 using cycloheptanone oxime and ethyl 4-(4-(1-naphthyl)piperidin-1-yl)-n-butyrate, 3-(3-(4-(1-naphthyl)piperidin-1-yl)propyl-5,6,7,8-tetrahydro-4H-cyclohepta[c]isoxazole is obtained. Reactants: C(=C)(C)C1=CN=CN1C1C(OC(C2=CC=CC=C12)=O)(C)C (4-(5-isopropenyl-imidazol-1-yl)-3,3-dimethyl-isochroman-1-one). The reagents and catalysts are [Pd] (Pd/C). The solvent is CO (methanol). Reaction conditions: time 72 hour. Product: C(C)(C)C1=CN=CN1C1C(OC(C2=CC=CC=C12)=O)(C)C (4-(5-isopropyl-imidazol-1-yl)-3,3-dimethyl-isochroman-1-one). The yield is 92.7%. Reaction SMILES: [C:1]([C:4]1[N:8]([CH:9]2[C:18]3[C:13](=[CH:14][CH:15]=[CH:16][CH:17]=3)[C:12](=[O:19])[O:11][C:10]2([CH3:21])[CH3:20])[CH:7]=[N:6][CH:5]=1)([CH3:3])=[CH2:2]>CO.[Pd]>[CH:1]([C:4]1[N:8]([CH:9]2[C:18]3[C:13](=[CH:14][CH:15]=[CH:16][CH:17]=3)[C:12](=[O:19])[O:11][C:10]2([CH3:21])[CH3:20])[CH:7]=[N:6][CH:5]=1)([CH3:3])[CH3:2]. Reported procedure: To a solution of 4-(5-isopropenyl-imidazol-1-yl)-3,3-dimethyl-isochroman-1-one (0.225 g, 0.797 mmol) (Example 4) in methanol (5 mL) is added Pd/C (0.250 g). The reaction vessel is flushed with hydrogen gas and stirred under balloon pressure for 72 h. The mixture is filtered and the filtrate concentrated in vacuo to give a 4-(5-isopropyl-imidazol-1-yl)-3,3-dimethyl-isochroman-1-one(0.210 g) as yellow solid (ESI) m/z 285.0 (M+H); 1H NMR (400 MHz, MeOD) δ ppm 1.24 (s, 3 H), 1.41 (d, J=6.6 Hz, 3 H),... Reactants: [Li]CCCC, C1CCOC1, CCCCCC, Clc1nc(N2CCOCC2)c2sccc2n1, CN(C)C=O. Product: O=Cc1cc2nc(Cl)nc(N3CCOCC3)c2s1. RXN SMILES: [CH2:17]([Li:18])[CH2:19][CH2:20][CH3:21].[CH2:33]1[O:34][CH2:35][CH2:36][CH2:37]1.[CH3:22][CH2:23][CH2:24][CH2:25][CH2:26][CH3:27].[Cl:1][c:2]1[n:3][c:4]([N:11]2[CH2:12][CH2:13][O:14][CH2:15][CH2:16]2)[c:5]2[c:6]([n:7]1)[cH:8][cH:9][s:10]2.[O:28]=[CH:29][N:30]([CH3:31])[CH3:32]>>[Cl:1][c:2]1[n:3][c:4]([N:11]2[CH2:12][CH2:13][O:14][CH2:15][CH2:16]2)[c:5]2[c:6]([n:7]1)[cH:8][c:9]([CH:29]=[O:28])[s:10]2. The reactants are N[C@@H]([C@@H](C)CC)C(=O)O (L-isoleucine), C(OC1=CC=C(C=C1)[N+](=O)[O-])(OC1=CC=C(C=C1)[N+](=O)[O-])=O (bis(4-nitrophenyl) carbonate). The solvent is O1CCCC1 (tetrahydrofuran). Reaction conditions: temperature 60 celsius, time 20 hour. Yields the product [N+](=O)([O-])C1=CC=C(OC(=O)N[C@@H]([C@@H](C)CC)C(=O)O)C=C1 (N-(4-nitrophenoxycarbonyl)-L-isoleucine). Yield: 28.0%. RXN SMILES: [NH2:1][C@H:2]([C:7]([OH:9])=[O:8])[C@H:3]([CH2:5][CH3:6])[CH3:4].[C:10](=O)([O:21]C1C=CC([N+]([O-])=O)=CC=1)[O:11][C:12]1[CH:17]=[CH:16][C:15]([N+:18]([O-:20])=[O:19])=[CH:14][CH:13]=1>O1CCCC1>[N+:18]([C:15]1[CH:16]=[CH:17][C:12]([O:11][C:10]([NH:1][C@H:2]([C:7]([OH:9])=[O:8])[C@H:3]([CH2:5][CH3:6])[CH3:4])=[O:21])=[CH:13][CH:14]=1)([O-:20])=[O:19]. Procedure: A 300 ml round-bottomed flask equipped with a Dimroth condenser was charged with 13.13 g (100 mmol) of L-isoleucine and 1000 ml of tetrahydrofuran. After the addition of 30.4 g (100 mmol) of bis(4-nitrophenyl) carbonate, the mixture was stirred at 60° C. for 20 hours. After evaporating the solvent, the residue was purified by column chromatography to obtain 8.3 g of N-(4-nitrophenoxycarbonyl)-L-isoleucine. The reactants are N,O-bis-(trimethylsilyl) acetamide, P(=O)(OCC)(OCC)Cl (diethyl chlorophosphate), C1(=CC=CC=C1)NC(=N)NC=1SC=C(N1)C1=CC=CC=C1 (1-phenyl-3-(4-phenyl-2-thiazolyl) guanidine). Solvent: C(Cl)Cl (methylene chloride). Yields the product C1(=CC=CC=C1)NC(NC=1SC=C(N1)C1=CC=CC=C1)=NP(OCC)(OCC)=O ([(Phenylamino)[(4-phenyl-2-thiazolyl)amino]methylene]-phosphoramidic Acid, Diethyl Ester). RXN SMILES: [C:1]1([NH:7][C:8]([NH:10][C:11]2[S:12][CH:13]=[C:14]([C:16]3[CH:21]=[CH:20][CH:19]=[CH:18][CH:17]=3)[N:15]=2)=[NH:9])[CH:6]=[CH:5][CH:4]=[CH:3][CH:2]=1.[P:22](Cl)([O:27][CH2:28][CH3:29])([O:24][CH2:25][CH3:26])=[O:23]>C(Cl)Cl>[C:1]1([NH:7][C:8](=[N:9][P:22](=[O:23])([O:27][CH2:28][CH3:29])[O:24][CH2:25][CH3:26])[NH:10][C:11]2[S:12][CH:13]=[C:14]([C:16]3[CH:21]=[CH:20][CH:19]=[CH:18][CH:17]=3)[N:15]=2)[CH:2]=[CH:3][CH:4]=[CH:5][CH:6]=1. Procedure: A stirred suspension of 2.94 g (10 mmol) of 1-phenyl-3-(4-phenyl-2-thiazolyl) guanidine (dried at 110° C./0.1 mm) in 150 ml of methylene chloride was allowed to react with 2.03 g (10 mmol) of N,O-bis-(trimethylsilyl) acetamide and 1.73 g (10 mmol) of diethyl chlorophosphate for 3 months by the procedure of Example 4. The reaction mixture was evaporated to dryness then was subjected to "dry column" chromatography (method of B. Loev and M. M. Goodman, Chem. and Industry, 2026 (1967) on 500 g of si... The reactants are BrBr, OCc1nn(Cc2ccccc2)c2ccccc12, CC#N, c1ccc(P(c2ccccc2)c2ccccc2)cc1. The product is BrCc1nn(Cc2ccccc2)c2ccccc12. Reaction SMILES: [Br:20][Br:21].[CH2:22]([c:23]1[cH:24][cH:25][cH:26][cH:27][cH:28]1)[n:29]1[n:30][c:31]([CH2:38][OH:39])[c:32]2[cH:33][cH:34][cH:35][cH:36][c:37]12.[CH3:40][C:41]#[N:42].[c:1]1([P:2]([c:3]2[cH:4][cH:5][cH:6][cH:7][cH:8]2)[c:9]2[cH:10][cH:11][cH:12][cH:13][cH:14]2)[cH:15][cH:16][cH:17][cH:18][cH:19]1>>[Br:20][CH2:38][c:31]1[n:30][n:29]([CH2:22][c:23]2[cH:24][cH:25][cH:26][cH:27][cH:28]2)[c:37]2[c:32]1[cH:33][cH:34][cH:35][cH:36]2. Reactants: 26C, COC(C1=C(N=C(C=C1)C1=CC=C(C=C1)C(F)(F)F)C)=O (2-methyl-6-(4-trifluoromethyl-phenyl)-nicotinic acid methyl ester), C(C)OC(C(C)(C)OC1=CC=C(C=C1)CCN)=O (2-[4-(2-amino-ethyl)-phenoxy]-2-methyl-propionic acid ethyl ester), CC1=C(C(=O)O)C=CC(=N1)C1=CC=C(C=C1)C(F)(F)F (2-methyl-6-(4-trifluoromethyl-phenyl)-nicotinic acid). Product: C(C)OC(C(C)(OC1=CC=C(C=C1)CCNC(=O)C=1C(=NC(=CC1)C1=CC=C(C=C1)C(F)(F)F)C)C)=O (2-methyl-2-[4-(2-{[2-methyl-6-(4-trifluoromethyl-phenyl)-pyridine-3-carbonyl]-amino}-ethyl)-phenoxy]-propionic acid ethyl ester). As a reaction SMILES: [CH2:1]([O:3][C:4](=[O:18])[C:5]([O:8][C:9]1[CH:14]=[CH:13][C:12]([CH2:15][CH2:16][NH2:17])=[CH:11][CH:10]=1)([CH3:7])[CH3:6])[CH3:2].[CH3:19][C:20]1[N:28]=[C:27]([C:29]2[CH:34]=[CH:33][C:32]([C:35]([F:38])([F:37])[F:36])=[CH:31][CH:30]=2)[CH:26]=[CH:25][C:21]=1[C:22](O)=[O:23].COC(=O)C1C=CC(C2C=CC(C(F)(F)F)=CC=2)=NC=1C>>[CH2:1]([O:3][C:4](=[O:18])[C:5]([CH3:7])([O:8][C:9]1[CH:10]=[CH:11][C:12]([CH2:15][CH2:16][NH:17][C:22]([C:21]2[C:20]([CH3:19])=[N:28][C:27]([C:29]3[CH:34]=[CH:33][C:32]([C:35]([F:38])([F:36])[F:37])=[CH:31][CH:30]=3)=[CH:26][CH:25]=2)=[O:23])=[CH:13][CH:14]=1)[CH3:6])[CH3:2]. Procedure details: In analogy to the procedures described in example 26B] and 26C], 2-[4-(2-amino-ethyl)-phenoxy]-2-methyl-propionic acid ethyl ester was reacted with 2-methyl-6-(4-trifluoromethyl-phenyl)-nicotinic acid (prepared from 2-methyl-6-(4-trifluoromethyl-phenyl)-nicotinic acid methyl ester (example 1L]) in analogy to the procedure described in example 53B]) to give 2-methyl-2-[4-(2-{[2-methyl-6-(4-trifluoromethyl-phenyl)-pyridine-3-carbonyl]-amino}-ethyl)-phenoxy]-propionic acid ethyl ester, which was su... Conditions: time 20 minute. The product is C(C)OC(=O)C1CC(CCC1)N1C(C=2C(C3=CC=NC=C13)=NOC2C)=O (3-(3-Methyl-4-oxo-5H-2-oxa-1,5,7-triaza-cyclopenta[a]naphthalen-5-yl)-cyclohexanecarboxylic acid ethyl ester). The reactants are C(C)OC(=O)C1CC(CCC1)NC(=O)C=1C(=NOC1C)C1=C(C=NC=C1)F (3-{[3-(3-fluoro-pyridin-4-yl)-5-methyl isoxazole-4-carbonyl]-amino}cyclo-hexanecarboxylic acid ethy ester), C[Si](C)(C)[N-][Si](C)(C)C (bis(trimethylsilyl)amide). The solvent is CN(C=O)C (N,N-dimethyl-formamide). Procedure: Dissolve 3-{[3-(3-fluoro-pyridin-4-yl)-5-methyl isoxazole-4-carbonyl]-amino}cyclo-hexanecarboxylic acid ethy ester (0.70 g, 1.87 mmol) in N,N-dimethyl-formamide (10 mL0 at ambient temperature under a nitrogen atmosphere. Add a solution of potassuim bis(trimethylsilyl)amide (0.5 M in toluene, 4.11 mL, 2.06 mmol) and stir for 20 min. at ambient temperature. Quench with water and follow by adding solid sodium chloride. Extract with ethyl acetate and wash the combined extracts with water and dry ove... As a reaction SMILES: [CH2:1]([O:3][C:4]([CH:6]1[CH2:11][CH2:10][CH2:9][CH:8]([NH:12][C:13]([C:15]2[C:16]([C:21]3[CH:26]=[CH:25][N:24]=[CH:23][C:22]=3F)=[N:17][O:18][C:19]=2[CH3:20])=[O:14])[CH2:7]1)=[O:5])[CH3:2].C[Si]([N-][Si](C)(C)C)(C)C>CN(C)C=O>[CH2:1]([O:3][C:4]([CH:6]1[CH2:11][CH2:10][CH2:9][CH:8]([N:12]2[C:26]3[C:21](=[CH:22][CH:23]=[N:24][CH:25]=3)[C:16]3=[N:17][O:18][C:19]([CH3:20])=[C:15]3[C:13]2=[O:14])[CH2:7]1)=[O:5])[CH3:2].